Dataset: the Open Reaction Database (ORD), a public repository of structured organic reaction records. Task: describe an organic reaction: reactants, conditions, products, and yield Reactants: OCCNCCP(OCC)(OCC)=O (diethyl 2-(2-hydroxyethylamino)ethylphosphonate), C(=O)([O-])[O-].[K+].[K+] (K2CO3), ClCCCC#N (4-chlorobutyronitrile). Solvent: C(C)#N (acetonitrile). Conditions: temperature -10 celsius, time 1 hour. The product is C(#N)C(CNCCP(OCC)(OCC)=O)C (diethyl 2-(2-cyanopropylamino)ethylphosphonate). Isolated yield 69.0%. RXN SMILES: O[CH2:2][CH2:3][NH:4][CH2:5][CH2:6][P:7](=[O:14])([O:11][CH2:12][CH3:13])[O:8][CH2:9][CH3:10].[C:15]([O-])([O-])=O.[K+].[K+].ClCCC[C:25]#[N:26]>C(#N)C>[C:25]([CH:2]([CH3:15])[CH2:3][NH:4][CH2:5][CH2:6][P:7](=[O:14])([O:11][CH2:12][CH3:13])[O:8][CH2:9][CH3:10])#[N:26] |f:1.2.3|. Procedure details: The mixture of diethyl 2-(2-hydroxyethylamino)ethylphosphonate (6 g, 26.7 mmol) and K2CO3 (3.7 g, 26.7 mmol) in dry acetonitrile (80 ml) was cooled to −10° C. and 4-chlorobutyronitrile (4.16 g, 40 mmol) was added. The reaction mixture was stirred at −10° C. for 1 h and then heated at 80° C. for 70 h. The solvent was then removed by evaporatation. Water and CHCl3 were added, the organic layer separated, washed with brine and dried over anhydrous MgSO4. After filtration, solvent was evaporated and... The reactants are C1CO1 (Ethylene oxide), C1CO1 (ethylene oxide), crude product, CC(C(C1OC(C(C(C1O)O)O)CCC)NC(=O)C1NCC(C1)CCCCC)C (4-Pentyl-pyrrolidine-2-carboxylic acid [2-methyl-1-(3,4,5-trihydroxy-6-propyl-tetrahydro-pyran-2-yl)-propyl]-amide), TEA. The solvent is CCOCC (Et2O), CO (MeOH). Conditions: time 48 hour. Product: CC(C(C1OC(C(C(C1O)O)O)CCC)NC(=O)C1N(CC(C1)CCCCC)CCO)C (1-(2-Hydroxy-ethyl)-4-pentyl-pyrrolidine-2-carboxylic acid [2-methyl-1-(3,4,5-trihydroxy-6-propyl-tetrahydro-pyran-2-yl)-propyl]-amide). Yield: 34.0%. As a reaction SMILES: [CH2:1]1[O:3][CH2:2]1.[CH3:4][CH:5]([CH3:32])[CH:6]([NH:19][C:20]([CH:22]1[CH2:26][CH:25]([CH2:27][CH2:28][CH2:29][CH2:30][CH3:31])[CH2:24][NH:23]1)=[O:21])[CH:7]1[CH:12]([OH:13])[CH:11]([OH:14])[CH:10]([OH:15])[CH:9]([CH2:16][CH2:17][CH3:18])[O:8]1>CO.CCOCC>[CH3:32][CH:5]([CH3:4])[CH:6]([NH:19][C:20]([CH:22]1[CH2:26][CH:25]([CH2:27][CH2:28][CH2:29][CH2:30][CH3:31])[CH2:24][N:23]1[CH2:1][CH2:2][OH:3])=[O:21])[CH:7]1[CH:12]([OH:13])[CH:11]([OH:14])[CH:10]([OH:15])[CH:9]([CH2:16][CH2:17][CH3:18])[O:8]1. Procedure: The title compound was prepared according to the process illustrated in Scheme 19. Ethylene oxide was used as the alkylating agent. To a stirred solution of 4-Pentyl-pyrrolidine-2-carboxylic acid [2-methyl-1-(3,4,5-trihydroxy-6-propyl-tetrahydro-pyran-2-yl)-propyl]-amide (example 103) (12.0 mg 0.029 mmol, 1 equiv) and TEA (100 μL) in MeOH (2 mL) at 0° C. was added condensed ethylene oxide (200 μL) was added and the reaction mixture stirred 48 h. The reaction mixture evaporated to dryness, and th...